This data is from the Open Reaction Database (ORD), a public repository of structured organic reaction records. The task is: describe an organic reaction: reactants, conditions, products, and yield Starting materials: CCOC(=O)c1cc2c(CC)nc(CC)cc2n(Cc2ccc(-c3ccccc3-c3nnn(C(c4ccccc4)(c4ccccc4)c4ccccc4)n3)cc2)c1=O, CO, ClCCl, N. Product: CCc1cc2c(cc(C(N)=O)c(=O)n2Cc2ccc(-c3ccccc3-c3nnn(C(c4ccccc4)(c4ccccc4)c4ccccc4)n3)cc2)c(CC)n1. RXN SMILES: [CH2:2]([CH3:3])[c:4]1[c:5]2[cH:6][c:7]([C:54]([O:56][CH2:55][CH3:57])=[O:58])[c:8](=[O:53])[n:9]([CH2:16][c:17]3[cH:18][cH:19][c:20](-[c:23]4[c:24](-[c:29]5[n:30][n:31][n:32]([C:34]([c:35]6[cH:36][cH:37][cH:38][cH:39][cH:40]6)([c:41]6[cH:42][cH:43][cH:44][cH:45][cH:46]6)[c:47]6[cH:48][cH:49][cH:50][cH:51][cH:52]6)[n:33]5)[cH:25][cH:26][cH:27][cH:28]4)[cH:21][cH:22]3)[c:10]2[cH:11][c:12]([CH2:14][CH3:15])[n:13]1.[CH3:59][OH:60].[Cl:61][CH2:62][Cl:63].[NH3:1]>>[NH2:1][C:54]([c:7]1[cH:6][c:5]2[c:4]([CH2:2][CH3:3])[n:13][c:12]([CH2:14][CH3:15])[cH:11][c:10]2[n:9]([CH2:16][c:17]2[cH:18][cH:19][c:20](-[c:23]3[c:24](-[c:29]4[n:30][n:31][n:32]([C:34]([c:35]5[cH:36][cH:37][cH:38][cH:39][cH:40]5)([c:41]5[cH:42][cH:43][cH:44][cH:45][cH:46]5)[c:47]5[cH:48][cH:49][cH:50][cH:51][cH:52]5)[n:33]4)[cH:25][cH:26][cH:27][cH:28]3)[cH:21][cH:22]2)[c:8]1=[O:53])=[O:56]. Starting materials: CC=1C(=CC=C2C(CCSC12)=O)C(=O)OC (methyl 8-methylthiochroman-4-one-7-carboxylate), Cl (hydrochloric acid), [BH4-].[Na+] (sodium borohydride). Solvent: C(Cl)Cl (methylene chloride), CO (methanol). Conditions: temperature 2.5 celsius, time 1 hour. Product: OC1CCSC2=C(C(=CC=C12)C(=O)OC)C (Methyl 4-hydroxy-8-methylthiochromane-7-carboxylate). RXN SMILES: [CH3:1][C:2]1[C:3]([C:13]([O:15][CH3:16])=[O:14])=[CH:4][CH:5]=[C:6]2[C:11]=1[S:10][CH2:9][CH2:8][C:7]2=[O:12].[BH4-].[Na+].Cl>C(Cl)Cl.CO>[OH:12][CH:7]1[C:6]2[C:11](=[C:2]([CH3:1])[C:3]([C:13]([O:15][CH3:16])=[O:14])=[CH:4][CH:5]=2)[S:10][CH2:9][CH2:8]1 |f:1.2|. Reported procedure: 30 g (0.127 mol) of methyl 8-methylthiochroman-4-one-7-carboxylate are dissolved in a mixture of 120 ml of methylene chloride and 60 ml of methanol and the solution is cooled to 0-5° C. 2.4 g (0.064 mol) of sodium borohydride are then added a little at a time. Stirring is continued at this temperature for one hour. 200 ml of 2N hydrochloric acid are added to the reaction solution. This gives two phases. The organic phase is separated off and dried and the solvent is distilled off. The crude prod...